Dataset: the Open Reaction Database (ORD), a public repository of structured organic reaction records. Task: describe an organic reaction: reactants, conditions, products, and yield The reactants are CC(C)(C)[Si](OCCC1(F)CCN(c2ccc3ccccc3n2)CC1)(c1ccccc1)c1ccccc1, C1CCOC1. Product: OCCC1(F)CCN(c2ccc3ccccc3n2)CC1. As a reaction SMILES: [C:1]([Si:2]([c:3]1[cH:4][cH:5][cH:26][cH:27][cH:28]1)([O:6][CH2:7][CH2:8][C:9]1([F:25])[CH2:10][CH2:11][N:12]([c:15]2[n:16][c:17]3[cH:18][cH:19][cH:20][cH:21][c:22]3[cH:23][cH:24]2)[CH2:13][CH2:14]1)[c:29]1[cH:30][cH:31][cH:32][cH:33][cH:34]1)([CH3:35])([CH3:36])[CH3:37].[O:38]1[CH2:39][CH2:40][CH2:41][CH2:42]1>>[OH:6][CH2:7][CH2:8][C:9]1([F:25])[CH2:10][CH2:11][N:12]([c:15]2[n:16][c:17]3[cH:18][cH:19][cH:20][cH:21][c:22]3[cH:23][cH:24]2)[CH2:13][CH2:14]1. Reactants: ClCCNC(OC(C)C)=O (isopropyl 2-chloroethylcarbamate), CC(=CCOC1=CC=C(C=C1)O)C (4-(3-methyl-2-butenoxy)phenol). The product is CC(=CCOC1=CC=C(OCCNC(OC(C)C)=O)C=C1)C (isopropyl N-{2-[4-(3-methyl-2-butenoxy) phenoxy]ethyl}carbamate). RXN SMILES: Cl[CH2:2][CH2:3][NH:4][C:5](=[O:10])[O:6][CH:7]([CH3:9])[CH3:8].[CH3:11][C:12]([CH3:23])=[CH:13][CH2:14][O:15][C:16]1[CH:21]=[CH:20][C:19]([OH:22])=[CH:18][CH:17]=1>>[CH3:11][C:12]([CH3:23])=[CH:13][CH2:14][O:15][C:16]1[CH:17]=[CH:18][C:19]([O:22][CH2:2][CH2:3][NH:4][C:5](=[O:10])[O:6][CH:7]([CH3:9])[CH3:8])=[CH:20][CH:21]=1. Reported procedure: Following the procedures of Example 1, isopropyl 2-chloroethylcarbamate is prepared and is then reacted with 4-(3-methyl-2-butenoxy)phenol to give isopropyl N-{2-[4-(3-methyl-2-butenoxy) phenoxy]ethyl}carbamate, MS m/e 307 (M+). Starting materials: C(C)(=O)NC1(C=2C=CC=CC2C=2NC(C=3N(C21)C=CN3)=O)C (10-acetamido-10-methyl-5H,10H-imidazo[1,2-a]indeno[1,2-e]pyrazin-4-one), Cl (hydrochloric acid), C (charcoal). Solvent: CO (methanol). Reaction conditions: time 45 minute. The product is Cl.NC1(C=2C=CC=CC2C=2NC(C=3N(C21)C=CN3)=O)C (10-amino-10-methyl-5H,10H-imidazo[1,2-a]indeno[1,2-e]-pyrazin-4-one hydrochloride). RXN SMILES: C([NH:4][C:5]1([CH3:22])[C:17]2[N:16]3[CH:18]=[CH:19][N:20]=[C:15]3[C:14](=[O:21])[NH:13][C:12]=2[C:11]2[CH:10]=[CH:9][CH:8]=[CH:7][C:6]1=2)(=O)C.C.[ClH:24]>CO>[ClH:24].[NH2:4][C:5]1([CH3:22])[C:17]2[N:16]3[CH:18]=[CH:19][N:20]=[C:15]3[C:14](=[O:21])[NH:13][C:12]=2[C:11]2[CH:10]=[CH:9][CH:8]=[CH:7][C:6]1=2 |f:4.5|. Procedure: A suspension of 1 g of 10-acetamido-10-methyl-5H,10H-imidazo[1,2-a]indeno[1,2-e]pyrazin-4-one in 50 ml of 2N hydrochloric acid is boiled for 1 hour 45 minutes and the solution obtained is concentrated to dryness under reduced pressure (1 mmHg; 0.13 kPa) at 70° C. The product obtained (1.15 g) is dissolved in 100 ml of methanol and, after addition of decolorizing charcoal, the solution is filtered. 300 ml of acetone are added and, after storing for 1 hour at 5° C., the solid formed is isolated by... Yields the product CC(C)CC(CO)N=Cc1ccc(F)cc1F. Reactants: O=Cc1ccc(F)cc1F, CC(C)CC(N)CO, O, c1ccccc1. As a reaction SMILES: [F:9][c:10]1[c:11]([CH:12]=[O:13])[cH:14][cH:15][c:16]([F:18])[cH:17]1.[NH2:1][CH:2]([CH2:3][CH:4]([CH3:5])[CH3:6])[CH2:7][OH:8].[OH2:19].[cH:20]1[cH:21][cH:22][cH:23][cH:24][cH:25]1>>[N:1]([CH:2]([CH2:3][CH:4]([CH3:5])[CH3:6])[CH2:7][OH:8])=[CH:12][c:11]1[c:10]([F:9])[cH:17][c:16]([F:18])[cH:15][cH:14]1. Reactants: CC(C)c1nc(-c2ccc(Br)cc2)oc1C(C)O, CCCCP(CCCC)CCCC, COC(=O)CCc1ccc(O)cc1C, Cc1ccccc1, O=C(N=NC(=O)N1CCCCC1)N1CCCCC1. Yields the product COC(=O)CCc1ccc(OC(C)c2oc(-c3ccc(Br)cc3)nc2C(C)C)cc1C. As a reaction SMILES: [Br:15][c:16]1[cH:17][cH:18][c:19](-[c:22]2[o:23][c:24]([CH:30]([CH3:31])[OH:32])[c:25]([CH:27]([CH3:28])[CH3:29])[n:26]2)[cH:20][cH:21]1.[CH2:33]([P:34]([CH2:35][CH2:36][CH2:37][CH3:38])[CH2:39][CH2:40][CH2:41][CH3:42])[CH2:43][CH2:44][CH3:45].[CH3:1][O:2][C:3]([CH2:4][CH2:5][c:6]1[c:7]([CH3:13])[cH:8][c:9]([OH:12])[cH:10][cH:11]1)=[O:14].[CH3:64][c:65]1[cH:66][cH:67][cH:68][cH:69][cH:70]1.[N:46]([C:47]([N:48]1[CH2:49][CH2:50][CH2:51][CH2:52][CH2:53]1)=[O:54])=[N:55][C:56]([N:57]1[CH2:58][CH2:59][CH2:60][CH2:61][CH2:62]1)=[O:63]>>[CH3:1][O:2][C:3]([CH2:4][CH2:5][c:6]1[c:7]([CH3:13])[cH:8][c:9]([O:12][CH:30]([c:24]2[o:23][c:22](-[c:19]3[cH:18][cH:17][c:16]([Br:15])[cH:21][cH:20]3)[n:26][c:25]2[CH:27]([CH3:28])[CH3:29])[CH3:31])[cH:10][cH:11]1)=[O:14]. Product: [N+](=O)([O-])C1=C2C=CN(C(C2=CC=C1)=O)CC1CCOCC1 (5-Nitro-2-(tetrahydro-pyran-4-ylmethyl)-2H-isoquinolin-1-one). As a reaction SMILES: [N+:1]([C:4]1[CH:13]=[CH:12][CH:11]=[C:10]2[C:5]=1[CH:6]=[CH:7]O[C:9]2=[O:14])([O-:3])=[O:2].[O:15]1[CH2:20][CH2:19][CH:18]([CH2:21][NH2:22])[CH2:17][CH2:16]1.O1CCOCC1>CCOC(C)=O>[N+:1]([C:4]1[CH:13]=[CH:12][CH:11]=[C:10]2[C:5]=1[CH:6]=[CH:7][N:22]([CH2:21][CH:18]1[CH2:19][CH2:20][O:15][CH2:16][CH2:17]1)[C:9]2=[O:14])([O-:3])=[O:2]. Procedure details: 5-Nitro-isochromen-1-one (1.0 g, 0.0052 mol) and C-(tetrahydro-pyran-4-yl)-methylamine (0.72 g, 0.0063 mol) were stirred in 1,4-dioxane (3 mL, 0.04 mol) at 120° C. for 18 hours. The mixture was diluted with EtOAc (200 mL), washed with 1 N HCl (30 mL×2), brine (30 mL) and dried over Na2SO4. After the filtration the solvent was removed and the residue was purified via flash chromatography (40 g of silica gel, 40% EtOAc/Hexanes) to give a yellow oil. MS m/z (M+H) 289.1. The reactants are [N+](=O)([O-])C1=C2C=COC(C2=CC=C1)=O (5-Nitro-isochromen-1-one), O1CCC(CC1)CN (C-(tetrahydro-pyran-4-yl)-methylamine), O1CCOCC1 (1,4-dioxane). Solvent: CCOC(=O)C (EtOAc). Starting materials: Fc1ccc(Br)cc1, [Li]CCCC, CC(C)(C)CC(N=CC(F)(F)c1ccccn1)C12OCC(C)(CO1)CO2, O. Product: CC(C)(C)CC(NC(c1ccc(F)cc1)C(F)(F)c1ccccn1)C12OCC(C)(CO1)CO2. Reaction SMILES: [Br:1][c:2]1[cH:3][cH:4][c:5]([F:8])[cH:6][cH:7]1.[CH3:9][CH2:10][CH2:11][CH2:12][Li:13].[F:14][C:15]([CH:16]=[N:17][CH:18]([CH2:19][C:20]([CH3:21])([CH3:22])[CH3:23])[C:24]12[O:25][CH2:26][C:27]([CH3:32])([CH2:28][O:29]1)[CH2:30][O:31]2)([c:33]1[n:34][cH:35][cH:36][cH:37][cH:38]1)[F:39].[OH2:40]>>[c:2]1([CH:16]([C:15]([F:14])([c:33]2[n:34][cH:35][cH:36][cH:37][cH:38]2)[F:39])[NH:17][CH:18]([CH2:19][C:20]([CH3:21])([CH3:22])[CH3:23])[C:24]23[O:25][CH2:26][C:27]([CH3:32])([CH2:28][O:29]2)[CH2:30][O:31]3)[cH:3][cH:4][c:5]([F:8])[cH:6][cH:7]1. The reactants are [OH-].[Na+] (sodium hydroxide), BrC1=CC=C(C=C1)S (4-bromothiophenol), ClCC(=O)O (chloroacetic acid), Cl (hydrochloric acid). Solvent: O (water), O (water), C1(=CC=CC=C1)C (toluene). Run at temperature 65 celsius, time 1 hour. Yields the product BrC1=CC=C(C=C1)SCC(=O)O ((4-bromophenylthio)acetic acid). Yield: 93.0%. RXN SMILES: [OH-].[Na+].[Br:3][C:4]1[CH:9]=[CH:8][C:7]([SH:10])=[CH:6][CH:5]=1.Cl[CH2:12][C:13]([OH:15])=[O:14].Cl>C1(C)C=CC=CC=1.O>[Br:3][C:4]1[CH:9]=[CH:8][C:7]([S:10][CH2:12][C:13]([OH:15])=[O:14])=[CH:6][CH:5]=1 |f:0.1|. Procedure details: To water (600 mL) solution of 88.9 g of sodium hydroxide was added 200 g of 4-bromothiophenol and dropwise added water (300 mL) solution of 105 g of chloroacetic acid, which was then stirred at 60 to 70° C. for 1 hour. After cooling the reaction mixture to 40° C., thereto were added 140 mL of hydrochloric acid and 600 mL of toluene, which was then heated to 80° C. The organic layer was separated and slowly cooled to 5° C. After stirring at the same temperature for 1 hour, the crystals precipitat... The reactants are N1[C@H](CCCC1)C(=O)N ((2R)-2-piperidinecarboxamide), C1CC1C(C#N)O (cyclopropylcarboxaldehye). The product is C1(CC1)CN1[C@H](CCCC1)C(=O)N ((2R)-1-(Cyclopropylmethyl)-2-piperidinecarboxamide), N (ammonia), product. The yield is 44.0%. Reaction SMILES: [NH:1]1[CH2:6][CH2:5][CH2:4][CH2:3][C@@H:2]1[C:7]([NH2:9])=[O:8].[CH2:10]1[CH:12]([CH:13](O)C#[N:15])[CH2:11]1>>[CH:12]1([CH2:13][N:1]2[CH2:6][CH2:5][CH2:4][CH2:3][C@@H:2]2[C:7]([NH2:9])=[O:8])[CH2:10][CH2:11]1.[NH3:15]. Reported procedure: The title compound was prepared by a similar method to preparation 57 from (2R)-2-piperidinecarboxamide [see preparation 68] and cyclopropylcarboxaldehye. The crude compound was purified by column chromatography on silica gel using dichloromethane:methanol:0.88 ammonia (92:7:1) as the eluant to afford the product as a white solid, (44%). Starting materials: C1(C=2C(C(N1CC(OC1OCCCC1)C=1NC3=NC=CC=C3C1)=O)=CC=CC2)=O (2-[2-Phthalimido-1-(2,3,5,6-tetrahydropyran-2-yl)oxyethyl]-7-azaindole), OC(CN1C(C=2C(C1=O)=CC=CC2)=O)C=2NC1=NC=CC(=C1C2)OC (2-(1-Hydroxy-2-phthalimidoethyl)-4-methoxy-7-azaindole), O1CCCC=C1 (2,3-dihydropyrane). Run in C(Cl)(Cl)Cl (CHCl3), Cl (HCl), C1=CC=CC=C1 (benzene). The product is COC1=C2C=C(NC2=NC=C1)C(CN1C(C=2C(C1=O)=CC=CC2)=O)OC2OCCCC2 (4Methoxy-2-[2-phthalimido-1-(2,3,5,6-tetrahydropyran-2-yl)oxyethyl]-7-azaindole). Yield: 65.0%. Reaction SMILES: [C:1]1(=[O:29])[N:5]([CH2:6][CH:7]([C:15]2[NH:16][C:17]3[C:22]([CH:23]=2)=[CH:21][CH:20]=[CH:19][N:18]=3)[O:8][CH:9]2[CH2:14][CH2:13][CH2:12][CH2:11][O:10]2)[C:4](=[O:24])[C:3]2=[CH:25][CH:26]=[CH:27][CH:28]=[C:2]12.[OH:30][CH:31](C1NC2C(C=1)=C(OC)C=CN=2)CN1C(=O)C2=CC=CC=C2C1=O.O1C=CCCC1>C(Cl)(Cl)Cl.Cl.C1C=CC=CC=1>[CH3:31][O:30][C:21]1[CH:20]=[CH:19][N:18]=[C:17]2[C:22]=1[CH:23]=[C:15]([CH:7]([O:8][CH:9]1[CH2:14][CH2:13][CH2:12][CH2:11][O:10]1)[CH2:6][N:5]1[C:4](=[O:24])[C:3]3=[CH:25][CH:26]=[CH:27][CH:28]=[C:2]3[C:1]1=[O:29])[NH:16]2. Procedure details: Following the same procedure as for 2-[2-Phthalimido-1-(2,3,5,6-tetrahydropyran-2-yl)oxyethyl]-7-azaindole . From 8b (3.8 g, 11 mmol) in CHCl3 (350 ml), 6N HCl in benzene (35 ml) and 2,3-dihydropyrane (10 ml, 110 mmol). 4Methoxy-2-[2-phthalimido-1-(2,3,5,6-tetrahydropyran-2-yl)oxyethyl]-7-azaindole (3.07 g, 65%) as a diastereomeric mixture (1:1) was obtained.